describe an organic reaction: reactants, conditions, products, and yield From a dataset of the Open Reaction Database (ORD), a public repository of structured organic reaction records. Starting materials: [H-].[Al+3].[Li+].[H-].[H-].[H-] (lithium aluminum hydride), C(C)OC(NCCCN1C2=C(N=C(C3=C1C=CC=C3)C3=CC=CC=C3)C=CC=N2)=O (N-[3-[6-Phenyl-11H-pyrido[2,3-b][1,4]benzodiazepine-11-yl]propyl]carbamic acid ethyl ester), [H-].[Al+3].[Li+].[H-].[H-].[H-] (lithium aluminum hydride). Solvent: O1CCCC1 (tetrahydrofuran). Product: C1(=CC=CC=C1)C1NC2=C(N(C3=C1C=CC=C3)CCCNC)N=CC=C2 (5,6-Dihydro-6-phenyl-N-methyl-11H-pyrido[2,3-b][1,4]benzodiazepine-11-propanamine). As a reaction SMILES: C(O[C:4](=O)[NH:5][CH2:6][CH2:7][CH2:8][N:9]1[C:15]2[CH:16]=[CH:17][CH:18]=[CH:19][C:14]=2[C:13]([C:20]2[CH:25]=[CH:24][CH:23]=[CH:22][CH:21]=2)=[N:12][C:11]2[CH:26]=[CH:27][CH:28]=[N:29][C:10]1=2)C.[H-].[Al+3].[Li+].[H-].[H-].[H-]>O1CCCC1>[C:20]1([CH:13]2[C:14]3[CH:19]=[CH:18][CH:17]=[CH:16][C:15]=3[N:9]([CH2:8][CH2:7][CH2:6][NH:5][CH3:4])[C:10]3[N:29]=[CH:28][CH:27]=[CH:26][C:11]=3[NH:12]2)[CH:21]=[CH:22][CH:23]=[CH:24][CH:25]=1 |f:1.2.3.4.5.6|. Reported procedure: To a solution of 1.4 g (0.0035 mole) of N-[3-[6-phenyl)-11H-pyrido[2,3-b][1,4]benzodiazepine-11-yl]propyl]carbamic acid ethyl ester (from Example 29) in tetrahydrofuran under nitrogen gas was added 0.4 g (0.0105 mole) of lithium aluminum hydride and slight exothermic reaction occurred. The mixture was cooled to prevent overheating. The mixture was stirred at reflux temperature for 16 hr. Thin layer chromatography indicated only partial conversion had occurred. An additional 0.4 g (0.0105 mole) o... Starting materials: [H-].[Na+] (sodium hydride), OC1=C(C=CC(=C1)OC)C1CC(C2=CC=C(C=C12)OCCC)C1=CC2=C(C=C1)OCO2 ((1RS,3RS)-3-(2-hydroxy-4-methoxyphenyl)-1-(3,4-methylenedioxyphenyl)-5-(prop-1-yloxy)indane), BrCC(=O)OCC (ethyl bromoacetate). The solvent is CN(C=O)C (dimethylformamide). Reaction conditions: time 15 minute. The product is C(=O)(OCC)COC1=C(C=CC(=C1)OC)C1CC(C2=CC=C(C=C12)OCCC)C1=CC2=C(C=C1)OCO2 ((1RS,3RS)-3-(2-carboethoxymethoxy-4-methoxyphenyl)-1-(3,4-methylenedioxyphenyl)-5-(prop-1-yloxy)indane). Yield: 58.0%. As a reaction SMILES: [H-].[Na+].[OH:3][C:4]1[CH:9]=[C:8]([O:10][CH3:11])[CH:7]=[CH:6][C:5]=1[CH:12]1[C:20]2[C:15](=[CH:16][CH:17]=[C:18]([O:21][CH2:22][CH2:23][CH3:24])[CH:19]=2)[CH:14]([C:25]2[CH:30]=[CH:29][C:28]3[O:31][CH2:32][O:33][C:27]=3[CH:26]=2)[CH2:13]1.Br[CH2:35][C:36]([O:38][CH2:39][CH3:40])=[O:37]>CN(C)C=O>[C:36]([CH2:35][O:3][C:4]1[CH:9]=[C:8]([O:10][CH3:11])[CH:7]=[CH:6][C:5]=1[CH:12]1[C:20]2[C:15](=[CH:16][CH:17]=[C:18]([O:21][CH2:22][CH2:23][CH3:24])[CH:19]=2)[CH:14]([C:25]2[CH:30]=[CH:29][C:28]3[O:31][CH2:32][O:33][C:27]=3[CH:26]=2)[CH2:13]1)([O:38][CH2:39][CH3:40])=[O:37] |f:0.1|. Procedure details: To a slurry of sodium hydride (5 mg, 0.21 mmol) in dimethylformamide (0.5 ml) was added (1RS,3RS)-3-(2-hydroxy-4-methoxyphenyl)-1-(3,4-methylenedioxyphenyl)-5-(prop-1-yloxy)indane (0.058 g, 0.14 mmol) at ice-bath temperature under argon. After stirring for 15 min, ethyl bromoacetate (50 μl, 0.2 mmol) was added and the solution stirred for 1 h at room temperature. The product was partitioned between ethyl acetate and 3M aq HCl. The organic extract was washed with water, sat. aq. NaHCO3 solution a... The reactants are C[Si](C)(C)c1oc2c(c1-c1ccccc1)c(=O)ccn2Cc1ccccc1, CN(C)C=O, O=C1CCC(=O)N1I. Product: O=c1ccn(Cc2ccccc2)c2oc(I)c(-c3ccccc3)c12. RXN SMILES: [CH2:1]([c:2]1[cH:3][cH:4][cH:5][cH:6][cH:7]1)[n:8]1[c:9]2[c:10]([c:11](=[O:14])[cH:12][cH:13]1)[c:15](-[c:22]1[cH:23][cH:24][cH:25][cH:26][cH:27]1)[c:16]([Si:18]([CH3:19])([CH3:20])[CH3:21])[o:17]2.[CH3:36][N:37]([CH3:38])[CH:39]=[O:40].[I:28][N:29]1[C:30](=[O:31])[CH2:32][CH2:33][C:34]1=[O:35]>>[CH2:1]([c:2]1[cH:3][cH:4][cH:5][cH:6][cH:7]1)[n:8]1[c:9]2[c:10]([c:11](=[O:14])[cH:12][cH:13]1)[c:15](-[c:22]1[cH:23][cH:24][cH:25][cH:26][cH:27]1)[c:16]([I:28])[o:17]2. Starting materials: C(C)(=O)O[BH-](OC(C)=O)OC(C)=O.[Na+] (Sodium triacetoxyborohydride), O1CCOC12CCC(CC2)=O (1,4-dioxaspiro[4.5]decan-8-one), N1CCOCC1 (morpholine), CC(=O)O (AcOH). The solvent is ClCCCl (1,2-dichloroethane). Reaction conditions: temperature 12 celsius, time 8 hour. The product is O1CCOC12CCC(CC2)N2CCOCC2 (4-(1,4-Dioxa-spiro[4.5]dec-8-yl)-morpholine). Yield: 81.7%. As a reaction SMILES: C(O[BH-](OC(=O)C)OC(=O)C)(=O)C.[Na+].[O:15]1[C:19]2([CH2:24][CH2:23][C:22](=O)[CH2:21][CH2:20]2)[O:18][CH2:17][CH2:16]1.[NH:26]1[CH2:31][CH2:30][O:29][CH2:28][CH2:27]1.CC(O)=O>ClCCCl>[O:15]1[C:19]2([CH2:24][CH2:23][CH:22]([N:26]3[CH2:31][CH2:30][O:29][CH2:28][CH2:27]3)[CH2:21][CH2:20]2)[O:18][CH2:17][CH2:16]1 |f:0.1|. Procedure: Sodium triacetoxyborohydride (382 g, 1.8 mol) was added in one portion to a mixture of 1,4-dioxaspiro[4.5]decan-8-one (200.0 g, 1.28 mol), morpholine (111.4 g, 1.28 mol) and glacial AcOH (73.2 mL, 1.28 mol) in 1,2-dichloroethane (4 L). A slightly exothermic reaction occurred accompanied by increase in temperature by 12° C. Then the mixture was stirred at room temperature overnight. The reaction was quenched by the addition of 10% aqueous NaOH (1.8 L) over a period of 20 min. The organic layer wa... Reactants: C(C(C)(C)C)N (neopentylamine), C(CCC)N(CCCC)CCCC (tributyl amine), CN(C)C=O (DMF), CI (methyl iodide). The product is [I-].C[N+](C)(C)CC(C)(C)C (N,N,N-Trimethyl Neopentylammonium Iodide). RXN SMILES: [CH2:1](N)[C:2](C)([CH3:4])[CH3:3].[CH2:7](N(CCCC)CCCC)CCC.C[I:21].[CH3:22][N:23]([CH:25]=O)[CH3:24]>>[I-:21].[CH3:22][N+:23]([CH2:25][C:2]([CH3:4])([CH3:3])[CH3:1])([CH3:7])[CH3:24] |f:4.5|. Reported procedure: 11.51 Grams of neopentylamine (Aldrich), 48.7 grams of tributyl amine and 100 ml of DMF were mixed and cooled. 56 Grams of methyl iodide (Aldrich) were added dropwise and the reaction was carried out and worked up as in Example 1. Starting materials: ClC=1N=NC(=CC1)N1N=C(C(=C1C)N1C(C=2C(C1=O)=CC=CC2)=O)C (3-chloro-6-(3,5-dimethyl-4-phthalimido-1-pyrazolyl)-pyridazine), C(C)O (ethanol), O.NN (hydrazine hydrate). The solvent is O (water). The product is ClC=1N=NC(=CC1)N1N=C(C(=C1C)N)C (3-chloro-6-(3,5-dimethyl-4-amino-1-pyrazolyl)-pyridazine). Reaction SMILES: [Cl:1][C:2]1[N:3]=[N:4][C:5]([N:8]2[C:12]([CH3:13])=[C:11]([N:14]3C(=O)C4=CC=CC=C4C3=O)[C:10]([CH3:25])=[N:9]2)=[CH:6][CH:7]=1.C(O)C.O.NN>O>[Cl:1][C:2]1[N:3]=[N:4][C:5]([N:8]2[C:12]([CH3:13])=[C:11]([NH2:14])[C:10]([CH3:25])=[N:9]2)=[CH:6][CH:7]=1 |f:2.3|. Procedure: A mixture of 3.54 g (0.01 moles) of 3-chloro-6-(3,5-dimethyl-4-phthalimido-1-pyrazolyl)-pyridazine, 40 ml of ethanol and 1.08 g (0.01 moles) of 98% hydrazine hydrate is heated to reflux for 3 hours and the mixture is poured into 100 ml of water. After cooling the precipitated crystals are filtered, washed with water, triturated with 10 ml of hot ethanol, filtered and dried. Yield: 1.8 g (81%); m.p. 165°-168° C. The reactants are CC(=CC1=CC=C(C(=O)O)C=C1)C1=CC=C(C=C1)OCC=C(C)C (4-(2-Methyl-2-(4-(3-methyl-2-butenoxy)phenyl)ethenyl)benzoic acid), diazoketone, C(C1=CC=CC=C1)(=O)Cl (benzoyl chloride), [K] (potassium), C(C(=O)Cl)(=O)Cl (oxalyl chloride), C(C1=CC=CC=C1)(=O)Cl (benzoyl chloride), [N+](=[N-])=C (diazomethane). Reagents/catalysts: [Ag]=O (silver oxide). Run in CO (methanol). Yields the product CC(=CC1=CC=C(C=C1)CC(=O)OC)C1=CC=C(C=C1)OCC=C(C)C (methyl 4-(2-methyl-2-(4-(3-methyl-2-butenoxy)phenyl)ethenyl)phenylacetate). Reaction SMILES: [CH3:1][C:2]([C:13]1[CH:18]=[CH:17][C:16]([O:19][CH2:20][CH:21]=[C:22]([CH3:24])[CH3:23])=[CH:15][CH:14]=1)=[CH:3][C:4]1[CH:12]=[CH:11][C:7]([C:8](O)=O)=[CH:6][CH:5]=1.[C:25](Cl)(=[O:32])C1C=CC=CC=1.[K].C(Cl)(=O)[C:36](Cl)=[O:37].[N+](=C)=[N-]>[Ag]=O.CO>[CH3:1][C:2]([C:13]1[CH:18]=[CH:17][C:16]([O:19][CH2:20][CH:21]=[C:22]([CH3:24])[CH3:23])=[CH:15][CH:14]=1)=[CH:3][C:4]1[CH:12]=[CH:11][C:7]([CH2:8][C:36]([O:32][CH3:25])=[O:37])=[CH:6][CH:5]=1 |^1:33|. Procedure: 4-(2-Methyl-2-(4-(3-methyl-2-butenoxy)phenyl)ethenyl)benzoic acid is converted to the corresponding benzoyl chloride by treating the potassium salt of the acid with oxalyl chloride as described in Example 12. The benzoyl chloride is reacted with diazomethane and the resulting diazoketone is decomposed using silver oxide catalyst in methanol to give methyl 4-(2-methyl-2-(4-(3-methyl-2-butenoxy)phenyl)ethenyl)phenylacetate. Starting materials: C(#N)C1=CC=C(C=C1)C(C)=O (4′-cyanoacetophenone), C(=O)[O-].[NH4+] (ammonium formate), C(C)(=O)O (acetic acid). The reagents and catalysts are [Ir] (iridium). Solvent: CO (methanol). Conditions: temperature 60 celsius. Yields the product crude product, C(#N)C1=CC=C(C=C1)C(C)N (1-(4′-cyanophenyl)ethylamine). RXN SMILES: [C:1]([C:3]1[CH:8]=[CH:7][C:6]([C:9](=O)[CH3:10])=[CH:5][CH:4]=1)#[N:2].C([O-])=O.[NH4+:15].C(O)(=O)C>[Ir].CO>[C:1]([C:3]1[CH:8]=[CH:7][C:6]([CH:9]([NH2:15])[CH3:10])=[CH:5][CH:4]=1)#[N:2] |f:1.2|. Reported procedure: 726 mg (5.0 mmol) of 4′-cyanoacetophenone (MW: 145.16), 946 mg (15.0 mmol) of ammonium formate (MW: 63.06) and 5.90 mg (0.01 mmol, S/C=500) of the iridium catalyst Ir-7 (MW: 590.13) were introduced in a 20-mL Schlenk tube, and subjected to argon-gas replacement. To this, 5 mL of dehydrated methanol and 286 μL (5.0 mmol) of acetic acid were added and stirred while heating at 60° C. for 3 hr. After distillation of the solvent, a saturated sodium hydrogen carbonate solution was added, then a produc... Reactants: O([C@H]1[C@H](O)[C@@H](O)[C@@H](O)[C@H](O1)C(=O)[O-])CC.[Na+] (sodium ethyl β-D-galactopyranoside uronate), S(O)(O)(=O)=O (sulphuric acid). Run in O (water). The product is O([C@H]1[C@H](O)[C@@H](O)[C@@H](O)[C@H](O1)C(=O)O)CC (ethyl β-D-galactopyranoside uronic acid). Isolated yield 90.0%. As a reaction SMILES: [O:1]([CH2:14][CH3:15])[C@@H:2]1[O:10][C@H:9]([C:11]([O-:13])=[O:12])[C@H:7]([OH:8])[C@H:5]([OH:6])[C@H:3]1[OH:4].[Na+].S(=O)(=O)(O)O>O>[O:1]([CH2:14][CH3:15])[C@@H:2]1[O:10][C@H:9]([C:11]([OH:13])=[O:12])[C@H:7]([OH:8])[C@H:5]([OH:6])[C@H:3]1[OH:4] |f:0.1|. Procedure: 100 g (0.4 mol) of sodium ethyl β-D-galactopyranoside uronate prepared according to Example No. 10 is solubilized in water (20% solution). After adding sulphuric acid up to pH=2, concentrating under vacuum and selectively precipitating the salts in acetone, ethyl β-D-galactopyranoside uronic acid is recovered with a 90% yield (80 grams). Its physicochemical characteristics are given below: The reactants are C([O-])(O)=O.[Na+] (sodium bicarbonate), [H][H] (hydrogen), ClCC(=O)O (chloroacetic acid), Cl (hydrochloric acid), CNC1=C(C=CC=C1)[N+](=O)[O-] (N-methyl-2-nitroaniline). The reagents and catalysts are [Pd] (palladium on carbon). The solvent is O (water), C(C)O (ethanol). The product is ClCC1=NC2=C(N1C)C=CC=C2 (2-(Chloromethyl)-1-methyl-1H-benzimidazole). Isolated yield 77.9%. Reaction SMILES: [CH3:1][NH:2][C:3]1[CH:8]=[CH:7][CH:6]=[CH:5][C:4]=1[N+:9]([O-])=O.[H][H].[Cl:14][CH2:15][C:16](O)=O.Cl.C(=O)(O)[O-].[Na+]>[Pd].O.C(O)C>[Cl:14][CH2:15][C:16]1[N:2]([CH3:1])[C:3]2[CH:8]=[CH:7][CH:6]=[CH:5][C:4]=2[N:9]=1 |f:4.5|. Procedure: To a pressure reaction bottle was added 4 g N-methyl-2-nitroaniline, 0.44 g 5% palladium on carbon, and 100 ml ethanol. The mixture was hydrogenated at 22 C and 40 psi hydrogen for 2 hours. Following filtration through celite, and solvent removal, a dark red oil was obtained. To this oil was added 3.7 g chloroacetic acid and 40 ml 5M hydrochloric acid. After refluxing under nitrogen for 2.5 hours, the mixture was cooled to 22 C, diluted with 200 ml water, and neutralized with solid sodium bicarb...